Dataset: the Open Reaction Database (ORD), a public repository of structured organic reaction records. Task: describe an organic reaction: reactants, conditions, products, and yield The reactants are C(=O)(O)[O-].[Na+] (NaHCO3), ClC1=NC(=C(C=C1CO)F)Cl ((2,6-dichloro-5-fluoro-pyridin-3-yl)-methanol), P(Br)(Br)Br (PBr3), C(Cl)Cl (CH2Cl2), C(=O)(O)[O-].[Na+] (NaHCO3). Solvent: C(Cl)(Cl)Cl (CHCl3). Product: BrCC=1C(=NC(=C(C1)F)Cl)Cl (3-bromomethyl-2,6-dichloro-5-fluoro-pyridine). Yield: 88.0%. RXN SMILES: [Cl:1][C:2]1[C:7]([CH2:8]O)=[CH:6][C:5]([F:10])=[C:4]([Cl:11])[N:3]=1.P(Br)(Br)[Br:13].C(Cl)Cl.C([O-])(O)=O.[Na+]>C(Cl)(Cl)Cl>[Br:13][CH2:8][C:7]1[C:2]([Cl:1])=[N:3][C:4]([Cl:11])=[C:5]([F:10])[CH:6]=1 |f:3.4|. Reported procedure: To a stirred mixture of alcohol 1A (3.52 g, 17.9 mmol) in CHCl3 (100 mL) under argon was added 1M PBr3 in CH2Cl2 (18.0 mL, 18.0 mmol). The reaction mixture was heated to reflux for 15 minutes, cooled to room temperature, then poured into a mixture of ice and saturated NaHCO3 solution (200 mL). The pH was adjusted to basic by addition of solid NaHCO3. The aqueous layer was extracted with EtOAc. The combined EtOAc extracts were washed with brine. The organic layer was dried (MgSO4), filtered and c...